From a dataset of the Open Reaction Database (ORD), a public repository of structured organic reaction records. describe an organic reaction: reactants, conditions, products, and yield Solvent: C(Cl)(Cl)Cl (chloroform), C(Cl)(Cl)Cl (chloroform), C(Cl)(Cl)Cl (chloroform). RXN SMILES: [Br:1][C:2]1[CH:7]=[CH:6][CH:5]=[CH:4][C:3]=1[CH2:8][C:9]([OH:11])=O.[C:12]([N:19]1[CH:23]=[CH:22][N:21]=[CH:20]1)(N1C=CN=C1)=O.[CH3:24][O:25][C:26]1[CH:31]=[CH:30][CH:29]=[CH:28][C:27]=1C1CNCCN1>C(Cl)(Cl)Cl>[Br:1][C:2]1[CH:7]=[CH:6][CH:5]=[CH:4][C:3]=1[CH2:8][C:9]([N:19]1[CH2:23][CH2:22][N:21]([C:27]2[CH:28]=[CH:29][CH:30]=[CH:31][C:26]=2[O:25][CH3:24])[CH2:20][CH2:12]1)=[O:11]. Reported procedure: A stirred solution of 2-bromophenylacetic acid (28.4 g, 132 mmol) in chloroform (200 ml) was treated dropwise over 10 rain with 1,1'-carbonyldiimidazole (21.4 g, 132 mmol) in chloroform (120 ml) under argon, after 1 h treated with 2-(methoxyphenyl)piperazine (24.4 g, 127 mmol) in chloroform (100 ml), after 18 h washed with 0.5 N-HC1 (2×200 ml), 0.5 N-NaOH (2×200 ml), and brine (200 ml), dried (MgSO4), and evaporated in vacuo. The oil was crystallised by trituration with cyclohexane (100 ml) to g... Isolated yield 54.6%. Product: BrC1=C(C=CC=C1)CC(=O)N1CCN(CC1)C1=C(C=CC=C1)OC (1-(2-(2-Bromophenyl)acetyl)-4-(2-methoxyphenyl)piperazine). The reactants are COC1=C(C=CC=C1)C1NCCNC1 (2-(methoxyphenyl)piperazine), BrC1=C(C=CC=C1)CC(=O)O (2-bromophenylacetic acid), C(=O)(N1C=NC=C1)N1C=NC=C1 (1,1'-carbonyldiimidazole). The reactants are CCCCCC(O)CCCC(Cc1ccc(C=CC(=O)O)cc1)C(C)=O, CCO, [H][H]. Product: CCCCCC(O)CCCC(Cc1ccc(CCC(=O)O)cc1)C(C)=O. RXN SMILES: [C:1]([CH3:2])(=[O:3])[CH:4]([CH2:5][c:6]1[cH:7][cH:8][c:9]([CH:10]=[CH:11][C:12](=[O:13])[OH:14])[cH:15][cH:16]1)[CH2:17][CH2:18][CH2:19][CH:20]([CH2:21][CH2:22][CH2:23][CH2:24][CH3:25])[OH:26].[CH3:29][CH2:30][OH:31].[H:27][H:28]>>[C:1]([CH3:2])(=[O:3])[CH:4]([CH2:5][c:6]1[cH:7][cH:8][c:9]([CH2:10][CH2:11][C:12](=[O:13])[OH:14])[cH:15][cH:16]1)[CH2:17][CH2:18][CH2:19][CH:20]([CH2:21][CH2:22][CH2:23][CH2:24][CH3:25])[OH:26]. Reactants: C=CCOC1CC(C=C(C)C2OC(=O)C3CCCCN3C(=O)C(=O)C3(O)OC(C(OC)CC(C)CC(C)=CC(CC)C(=O)CC(O[Si](C)(C)C(C)(C)C)C2C)C(OC)CC3C)CCC1N=[N+]=[N-], CC#N, CCOC(C)=O, F. Product: C=CCOC1CC(C=C(C)C2OC(=O)C3CCCCN3C(=O)C(=O)C3(O)OC(C(OC)CC(C)CC(C)=CC(CC)C(=O)CC(O)C2C)C(OC)CC3C)CCC1N=[N+]=[N-]. RXN SMILES: [CH2:1]([CH3:2])[CH:3]1[C:4](=[O:67])[CH2:5][CH:6]([O:59][Si:60]([C:61]([CH3:62])([CH3:63])[CH3:64])([CH3:65])[CH3:66])[CH:7]([CH3:58])[CH:8]([C:42](=[CH:43][CH:44]2[CH2:45][CH:46]([O:53][CH2:54][CH:55]=[CH2:56])[CH:47]([N:50]=[N+:51]=[N-:52])[CH2:48][CH2:49]2)[CH3:57])[O:9][C:10](=[O:41])[CH:11]2[CH2:12][CH2:13][CH2:14][CH2:15][N:16]2[C:17](=[O:40])[C:18](=[O:39])[C:19]2([OH:38])[CH:20]([CH3:37])[CH2:21][CH:22]([O:35][CH3:36])[CH:23]([CH:24]([O:32][CH3:33])[CH2:25][CH:26]([CH3:31])[CH2:27][C:28]([CH3:30])=[CH:29]1)[O:34]2.[CH3:69][C:70]#[N:71].[CH3:72][CH2:73][O:74][C:75](=[O:76])[CH3:77].[FH:68]>>[CH2:1]([CH3:2])[CH:3]1[C:4](=[O:67])[CH2:5][CH:6]([OH:59])[CH:7]([CH3:58])[CH:8]([C:42](=[CH:43][CH:44]2[CH2:45][CH:46]([O:53][CH2:54][CH:55]=[CH2:56])[CH:47]([N:50]=[N+:51]=[N-:52])[CH2:48][CH2:49]2)[CH3:57])[O:9][C:10](=[O:41])[CH:11]2[CH2:12][CH2:13][CH2:14][CH2:15][N:16]2[C:17](=[O:40])[C:18](=[O:39])[C:19]2([OH:38])[CH:20]([CH3:37])[CH2:21][CH:22]([O:35][CH3:36])[CH:23]([CH:24]([O:32][CH3:33])[CH2:25][CH:26]([CH3:31])[CH2:27][C:28]([CH3:30])=[CH:29]1)[O:34]2. The reactants are O([C@@H]1[C@H](O)[C@@H](O)[C@H](O)[C@H](O1)CO)C (Methyl α-D-glucopyranoside), diester, C(CCCCCCC)(=O)O (octanoic acid), monoester. Reaction conditions: time 36 hour. Yields the product C(CCCCCCC)(=O)OC[C@@H]1[C@H]([C@@H]([C@H]([C@@H](OC)O1)O)O)O (methyl 6-O-octanoyl-α-D-glucopyranoside). Yield: 33.4%. As a reaction SMILES: [O:1]([CH3:13])[C@H:2]1[O:10][C@H:9]([CH2:11][OH:12])[C@@H:7]([OH:8])[C@H:5]([OH:6])[C@H:3]1[OH:4].[C:14](O)(=[O:22])[CH2:15][CH2:16][CH2:17][CH2:18][CH2:19][CH2:20][CH3:21]>>[C:14]([O:12][CH2:11][C@H:9]1[O:10][C@H:2]([O:1][CH3:13])[C@H:3]([OH:4])[C@@H:5]([OH:6])[C@@H:7]1[OH:8])(=[O:22])[CH2:15][CH2:16][CH2:17][CH2:18][CH2:19][CH2:20][CH3:21]. Procedure: Methyl α-D-glucopyranoside (20.0 g, 0.10 mol, prepared according to Example 6), was esterified with octanoic acid (29.7 g, 0.21 mol) by the procedure described in Example 1 using 6.0 g of an immobilized lipase (from Candida antarctica) as a catalyst. After 36 hours HPLC analysis showed 77% conversion (65% monoester, 12% diester). The reaction was stopped by filtering off the enzyme. Part of the crude product was purified by chromatography yielding 10.7 g (32.4%) of the title compound which was i... Reactants: C1(=CC=C(C=C1)S(=O)(=O)OCCCCCCCCCCCCCCCC)C (palmityl toluene-4-sulfonate), OC(CCCCCCCCCCC(=O)OCC)CCCCCC (ethyl 12-hydroxystearate), C([O-])([O-])=O.[K+].[K+] (potassium carbonate), [I-].[Na+] (sodium iodide). Run in C(C)#N (acetonitrile). Reaction conditions: temperature 81 celsius, time 6 hour. Yields the product C(CCCCCCCCCCCCCCC)OC(CCCCCCCCCCC(=O)OCC)CCCCCC (ethyl 12-palmityloxy-stearate). As a reaction SMILES: C1(C)C=CC(S(O[CH2:11][CH2:12][CH2:13][CH2:14][CH2:15][CH2:16][CH2:17][CH2:18][CH2:19][CH2:20][CH2:21][CH2:22][CH2:23][CH2:24][CH2:25][CH3:26])(=O)=O)=CC=1.[OH:28][CH:29]([CH2:45][CH2:46][CH2:47][CH2:48][CH2:49][CH3:50])[CH2:30][CH2:31][CH2:32][CH2:33][CH2:34][CH2:35][CH2:36][CH2:37][CH2:38][CH2:39][C:40]([O:42][CH2:43][CH3:44])=[O:41].C(=O)([O-])[O-].[K+].[K+].[I-].[Na+]>C(#N)C>[CH2:26]([O:28][CH:29]([CH2:45][CH2:46][CH2:47][CH2:48][CH2:49][CH3:50])[CH2:30][CH2:31][CH2:32][CH2:33][CH2:34][CH2:35][CH2:36][CH2:37][CH2:38][CH2:39][C:40]([O:42][CH2:43][CH3:44])=[O:41])[CH2:25][CH2:24][CH2:23][CH2:22][CH2:21][CH2:20][CH2:19][CH2:18][CH2:17][CH2:16][CH2:15][CH2:14][CH2:13][CH2:12][CH3:11] |f:2.3.4,5.6|. Procedure: Dissolve 10 mmol palmityl toluene-4-sulfonate, 10 mmol ethyl 12-hydroxystearate, 10 mmol anhydrous potassium carbonate and 0.5 mmol sodium iodide in 100 ml dry acetonitrile and heat to 81° C. with stirring for 6 hours. The reaction is cooled to room temperature. The solvent is evaporated and the products are suspended in MTBE and washed with 3×50 ml cold water. The solvent is evaporated to yield ethyl 12-palmityloxy-stearate. The reactants are O=C([O-])[O-], CCc1cc(Oc2ccc([N+](=O)[O-])cc2C(F)(F)F)n[nH]1, CCOC(C)=O, CN=C=O, Cl, [K+], [K+]. Yields the product CCc1cc(Oc2ccc([N+](=O)[O-])cc2C(F)(F)F)nn1C(=O)NC. RXN SMILES: [C:1](=[O:2])([O-:3])[O-:4].[CH2:11]([CH3:12])[c:13]1[cH:14][c:15]([O:18][c:19]2[c:20]([C:28]([F:29])([F:30])[F:31])[cH:21][c:22]([N+:25](=[O:26])[O-:27])[cH:23][cH:24]2)[n:16][nH:17]1.[CH3:33][CH2:34][O:35][C:36](=[O:37])[CH3:38].[CH3:7][N:8]=[C:9]=[O:10].[ClH:32].[K+:5].[K+:6]>>[CH3:7][NH:8][C:9](=[O:10])[n:17]1[c:13]([CH2:11][CH3:12])[cH:14][c:15]([O:18][c:19]2[c:20]([C:28]([F:29])([F:30])[F:31])[cH:21][c:22]([N+:25](=[O:26])[O-:27])[cH:23][cH:24]2)[n:16]1.